The task is: describe an organic reaction: reactants, conditions, products, and yield. This data is from the Open Reaction Database (ORD), a public repository of structured organic reaction records. The reactants are O=c1ccc2c(C3CO3)ccc(OCc3ccccc3)c2[nH]1, NCc1ccccc1. Yields the product O=c1ccc2c(C(O)CNCc3ccccc3)ccc(OCc3ccccc3)c2[nH]1. RXN SMILES: [CH2:1]([c:2]1[cH:3][cH:4][cH:5][cH:6][cH:7]1)[O:8][c:9]1[cH:10][cH:11][c:12]([CH:20]2[O:21][CH2:22]2)[c:13]2[cH:14][cH:15][c:16](=[O:19])[nH:17][c:18]12.[NH2:23][CH2:24][c:25]1[cH:26][cH:27][cH:28][cH:29][cH:30]1>>[CH2:1]([c:2]1[cH:3][cH:4][cH:5][cH:6][cH:7]1)[O:8][c:9]1[cH:10][cH:11][c:12]([CH:20]([OH:21])[CH2:22][NH:23][CH2:24][c:25]2[cH:26][cH:27][cH:28][cH:29][cH:30]2)[c:13]2[cH:14][cH:15][c:16](=[O:19])[nH:17][c:18]12. Starting materials: FC(C(=O)O)(F)F (Trifluoroacetic acid), FC(C(=O)N[C@@H]([C@@H](C1=CC=C(C=C1)C=1C=NC(=CC1)C1(COC1)O)O)CF)F (2,2-Difluoro-N-((1R,2S)-3-fluoro-1-hydroxy-1-(4-(6-(3-hydroxyoxetan-3-yl)pyridin-3-yl)phenyl)propan-2-yl)acetamide), N1=CC=CC=C1 (pyridine), C(C1=CC=CC=C1)OP(N(C(C)C)C(C)C)OCC1=CC=CC=C1 (bis(benzyloxy)(diisopropylamino)phosphine), OO (Hydrogen peroxide), O (water). Run in O1CCCC1 (tetrahydrofuran), C(C)(=O)OCC (ethyl acetate). Run at time 30 minute. Product: P(=O)(OCC1=CC=CC=C1)(OCC1=CC=CC=C1)O[C@@H]([C@@H](CF)NC(C(F)F)=O)C1=CC=C(C=C1)C=1C=NC(=CC1)C1(COC1)O (dibenzyl (1R,2S)-2-[(difluoroacetyl)amino]-3-fluoro-1-{4-[6-(3-hydroxyoxetan-3-yl)pyridin-3-yl]phenyl}propyl phosphate). RXN SMILES: FC(F)(F)C(O)=[O:4].[F:8][CH:9]([F:35])[C:10]([NH:12][C@H:13]([CH2:33][F:34])[C@H:14]([OH:32])[C:15]1[CH:20]=[CH:19][C:18]([C:21]2[CH:22]=[N:23][C:24]([C:27]3([OH:31])[CH2:30][O:29][CH2:28]3)=[CH:25][CH:26]=2)=[CH:17][CH:16]=1)=[O:11].N1C=CC=CC=1.[CH2:42]([O:49][P:50]([O:58][CH2:59][C:60]1[CH:65]=[CH:64][CH:63]=[CH:62][CH:61]=1)N(C(C)C)C(C)C)[C:43]1[CH:48]=[CH:47][CH:46]=[CH:45][CH:44]=1.OO.O>O1CCCC1.C(OCC)(=O)C>[P:50]([O:32][C@H:14]([C:15]1[CH:16]=[CH:17][C:18]([C:21]2[CH:22]=[N:23][C:24]([C:27]3([OH:31])[CH2:30][O:29][CH2:28]3)=[CH:25][CH:26]=2)=[CH:19][CH:20]=1)[C@H:13]([NH:12][C:10](=[O:11])[CH:9]([F:8])[F:35])[CH2:33][F:34])([O:49][CH2:42][C:43]1[CH:44]=[CH:45][CH:46]=[CH:47][CH:48]=1)([O:58][CH2:59][C:60]1[CH:61]=[CH:62][CH:63]=[CH:64][CH:65]=1)=[O:4]. Procedure details: Trifluoroacetic acid (118 μL, 1.53 mmol) is added to a stirred solution of the product of step 6, Example 8 (303 mg, 0.764 mmol) and pyridine (124 μL, 1.53 mmol) in tetrahydrofuran (4.78 mL) at 0° C. and after 5 min of stirring bis(benzyloxy)(diisopropylamino)phosphine (0.499 mL, 1.34 mmol) is added dropwise before the reaction mixture is warmed to room temperature. After 7 hours the reaction mixture is cooled at 0° C. and 30% Hydrogen peroxide in water (137 μL, 1.34 mmol) is added dropwise. The... Reaction SMILES: [C:10]([CH2:11][C:12](=[O:13])[OH:14])(=[O:15])[O:16][CH2:17][CH3:18].[CH3:1][SiH:2]([CH3:3])[N:8]([Si:4]([CH3:5])([CH3:6])[CH3:7])[CH3:9].[Cl:32][CH2:33][Cl:34].[NH3:31].[O:19]=[C:20]1[c:21]2[c:22]([cH:23][cH:24][cH:25][cH:26]2)[S:27](=[O:28])(=[O:29])[NH:30]1>>[Si:4]([CH3:5])([CH3:6])([CH3:7])[O:14][C:12]([CH2:11][C:10](=[O:15])[O:16][CH2:17][CH3:18])=[O:13]. Product: CCOC(=O)CC(=O)O[Si](C)(C)C. Reactants: CCOC(=O)CC(=O)O, CN([SiH](C)C)[Si](C)(C)C, ClCCl, N, O=C1NS(=O)(=O)c2ccccc21. Reactants: N#Cc1ccc(-c2cccc(NCc3cccnc3)c2)cc1, CCOCC, O=S(=O)(Cl)CC(F)(F)F, c1ccncc1. Yields the product N#Cc1ccc(-c2cccc(N(Cc3cccnc3)S(=O)(=O)CC(F)(F)F)c2)cc1. RXN SMILES: [C:1](#[N:2])[c:3]1[cH:4][cH:5][c:6](-[c:9]2[cH:10][c:11]([NH:15][CH2:16][c:17]3[cH:18][n:19][cH:20][cH:21][cH:22]3)[cH:12][cH:13][cH:14]2)[cH:7][cH:8]1.[CH3:38][CH2:39][O:40][CH2:41][CH3:42].[F:29][C:30]([CH2:31][S:32](=[O:33])(=[O:34])[Cl:35])([F:36])[F:37].[cH:23]1[cH:24][cH:25][n:26][cH:27][cH:28]1>>[C:1](#[N:2])[c:3]1[cH:4][cH:5][c:6](-[c:9]2[cH:10][c:11]([N:15]([CH2:16][c:17]3[cH:18][n:19][cH:20][cH:21][cH:22]3)[S:32]([CH2:31][C:30]([F:29])([F:36])[F:37])(=[O:33])=[O:34])[cH:12][cH:13][cH:14]2)[cH:7][cH:8]1. Reaction SMILES: N[C:2]1[CH:3]=[CH:4][C:5]2[CH:20]3[CH2:21][C:7]4([CH2:11][N:10]([CH2:12][CH:13]5[CH2:17][CH2:16][CH2:15][CH2:14]5)[CH2:9][CH:8]4[C:18]4[CH:25]=[CH:24][CH:23]=[CH:22][C:19]=43)[C:6]=2[CH:26]=1.N([O-])=[O:28].[Na+].[ClH:31]>O>[ClH:31].[OH:28][C:2]1[CH:3]=[CH:4][C:5]2[CH:20]3[CH2:21][C:7]4([CH2:11][N:10]([CH2:12][CH:13]5[CH2:17][CH2:16][CH2:15][CH2:14]5)[CH2:9][CH:8]4[C:18]4[CH:25]=[CH:24][CH:23]=[CH:22][C:19]=43)[C:6]=2[CH:26]=1 |f:1.2,5.6|. Procedure details: To a solution of 5.0 g (14.5 mmoles) of 5-amino-2-cyclopentylmethyl-2,3,8,12b-tetrahydro-1H-3a,8-methanodibenzo[3,4:6,7]cyclohepta[1,2-c]pyrrole, the product of Example 64, in 50 ml of 1N aqueous hydrochloric acid, cooled to 0°, was added dropwise a solution of 1.0 g (14.5 mmoles) of sodium nitrite in 5 ml of water. The reaction mixture was stirred overnight at room temperature, filtered and then heated to 90°. A precipitate of 5-hydroxy-2-cyclopentylmethyl-2,3,8,12b-tetrahydro-1H-3a,8-methanodi... Yields the product Cl.OC=1C=CC2=C(C34C(CN(C3)CC3CCCC3)C3=C(C2C4)C=CC=C3)C1 (5-Hydroxy-2-cyclopentylmethyl-2,3,8,12b-tetrahydro-1H-3a,8-methanodibenzo[3,4:6,7]cyclohepta[1,2-c]pyrrole Hydrochloride). Run in O (water). Conditions: time 8 hour. Starting materials: NC=1C=CC2=C(C34C(CN(C3)CC3CCCC3)C3=C(C2C4)C=CC=C3)C1 (5-amino-2-cyclopentylmethyl-2,3,8,12b-tetrahydro-1H-3a,8-methanodibenzo[3,4:6,7]cyclohepta[1,2-c]pyrrole), product, Cl (hydrochloric acid), N(=O)[O-].[Na+] (sodium nitrite). Starting materials: [N+](=O)([O-])C1=CC=C(C=C1)NC=O (N-(4-nitro-phenyl)-formamide), ClC1=NC(=C2N=CN(C2=N1)C)Cl (2,6-dichloro-9-methyl-9H-purine). Product: ClC1=NC(=C2N=CN(C2=N1)C)NC1=CC=C(C=C1)[N+](=O)[O-] ((2-Chloro-9-methyl-9H-purin-6-yl)-(4-nitro-phenyl)-amine). Reaction SMILES: [N+:1]([C:4]1[CH:9]=[CH:8][C:7]([NH:10][CH:11]=O)=[CH:6][CH:5]=1)([O-:3])=[O:2].[Cl:13][C:14]1[N:22]=[C:21]2[C:17]([N:18]=[CH:19][N:20]2[CH3:23])=C(Cl)[N:15]=1>>[Cl:13][C:14]1[N:22]=[C:21]2[C:17]([N:18]=[CH:19][N:20]2[CH3:23])=[C:11]([NH:10][C:7]2[CH:8]=[CH:9][C:4]([N+:1]([O-:3])=[O:2])=[CH:5][CH:6]=2)[N:15]=1. Procedure details: Was prepared according to Example 3 from N-(4-nitro-phenyl)-formamide and 2,6-dichloro-9-methyl-9H-purine. Run at time 15 hour. Isolated yield 72.9%. As a reaction SMILES: [CH3:1][O:2][C:3]1[C:7]([N+:8]([O-:10])=[O:9])=[CH:6][NH:5][N:4]=1.[C:11]([O:15][C:16]([N:18]1[CH2:22][CH2:21][CH:20](O)C1)=[O:17])([CH3:14])([CH3:13])[CH3:12].N(C(OCC)=O)=NC(OCC)=O>C1COCC1.CCOC(C)=O>[CH3:1][O:2][C:3]1[C:7]([N+:8]([O-:10])=[O:9])=[CH:6][N:5]([CH:21]2[CH2:22][N:18]([C:16]([O:15][C:11]([CH3:12])([CH3:13])[CH3:14])=[O:17])[CH2:20]2)[N:4]=1. Procedure: To a cooled (0° C.) suspension of 3-methoxy-4-nitro-1H-pyrazole (1.00 g, 6.99 mmol, 1.00 eq), tert-butyl-3-hydroxypyrrolidine-1-carboxylate (2.12 g, 12.2 mmol, 1.75 eq), and polystyrene bound triphenylphosphine (4.06 g, 12.2 mmol, 1.75 eq, 3 mmol/gram) in THF (45 mL) was added diethyl azodicarboxylate (2.42 mL, 13.0 mmol, 1.90 eq) in a drop-wise manner over 3 min. The reaction mixture was allowed to warm to ambient temperature and stirred for 15 hr. The reaction mixture was then diluted with EtO... Yields the product COC1=NN(C=C1[N+](=O)[O-])C1CN(C1)C(=O)OC(C)(C)C (tert-butyl 3-(3-methoxy-4-nitro-1H-pyrazol-1-yl)azetidine-1-carboxylate). Starting materials: N(=NC(=O)OCC)C(=O)OCC (diethyl azodicarboxylate), COC1=NNC=C1[N+](=O)[O-] (3-methoxy-4-nitro-1H-pyrazole), C(C)(C)(C)OC(=O)N1CC(CC1)O (tert-butyl-3-hydroxypyrrolidine-1-carboxylate), polystyrene. The solvent is C1CCOC1 (THF), CCOC(=O)C (EtOAc). Starting materials: O=C(Cl)OCc1ccccc1, COc1ccc(C2Sc3cc(C)ccc3N(CCN(C)Cc3ccccc3)C(=O)C2OC(C)=O)cc1, c1ccccc1. The product is COc1ccc(C2Sc3cc(C)ccc3N(CCN(C)C(=O)OCc3ccccc3)C(=O)C2OC(C)=O)cc1. As a reaction SMILES: [CH2:37]([c:38]1[cH:39][cH:40][cH:41][cH:42][cH:43]1)[O:44][C:45](=[O:46])[Cl:47].[CH3:1][O:2][c:3]1[cH:4][cH:5][c:6]([CH:9]2[S:10][c:11]3[c:12]([cH:32][cH:33][c:34]([CH3:36])[cH:35]3)[N:13]([CH2:21][CH2:22][N:23]([CH3:24])[CH2:25][c:26]3[cH:27][cH:28][cH:29][cH:30][cH:31]3)[C:14](=[O:20])[CH:15]2[O:16][C:17]([CH3:18])=[O:19])[cH:7][cH:8]1.[cH:48]1[cH:49][cH:50][cH:51][cH:52][cH:53]1>>[CH3:1][O:2][c:3]1[cH:4][cH:5][c:6]([CH:9]2[S:10][c:11]3[c:12]([cH:32][cH:33][c:34]([CH3:36])[cH:35]3)[N:13]([CH2:21][CH2:22][N:23]([CH3:24])[C:45]([O:44][CH2:37][c:38]3[cH:39][cH:40][cH:41][cH:42][cH:43]3)=[O:46])[C:14](=[O:20])[CH:15]2[O:16][C:17]([CH3:18])=[O:19])[cH:7][cH:8]1.